Dataset: the Open Reaction Database (ORD), a public repository of structured organic reaction records. Task: describe an organic reaction: reactants, conditions, products, and yield The reactants are O=[Ag-], O=C([O-])O, CO, CC(C)=O, O=S(=O)([O-])C(F)(F)F, [Na+], [Na+], CCCC[Sn](CCCC)(CCCC)c1cnc2c(c1)C1(Cc3cc(C(=O)OCC)cnc3C1)C(=O)N2COCC[Si](C)(C)C. Yields the product CCOC(=O)c1cnc2c(c1)CC1(C2)C(=O)N(COCC[Si](C)(C)C)c2ncc(F)cc21. Reaction SMILES: [Ag-:65]=[O:66].[C:45](=[O:46])([OH:47])[O-:48].[CH3:59][OH:60].[CH3:61][C:62](=[O:63])[CH3:64].[F:50][C:51]([F:52])([F:53])[S:54]([O-:55])(=[O:56])=[O:57].[Na+:49].[Na+:58].[O:1]=[C:2]1[N:3]([CH2:37][O:38][CH2:39][CH2:40][Si:41]([CH3:42])([CH3:43])[CH3:44])[c:4]2[n:5][cH:6][c:7]([Sn:24]([CH2:25][CH2:26][CH2:27][CH3:28])([CH2:29][CH2:30][CH2:31][CH3:32])[CH2:33][CH2:34][CH2:35][CH3:36])[cH:8][c:9]2[C:10]12[CH2:11][c:12]1[c:13]([n:14][cH:15][c:16]([C:18](=[O:19])[O:20][CH2:21][CH3:22])[cH:17]1)[CH2:23]2>>[O:1]=[C:2]1[N:3]([CH2:37][O:38][CH2:39][CH2:40][Si:41]([CH3:42])([CH3:43])[CH3:44])[c:4]2[n:5][cH:6][c:7]([F:50])[cH:8][c:9]2[C:10]12[CH2:11][c:12]1[c:13]([n:14][cH:15][c:16]([C:18](=[O:19])[O:20][CH2:21][CH3:22])[cH:17]1)[CH2:23]2. Reactants: CC1=NC=CC(=C1)C#CC=1N=C(NC1)C (2-methyl-4-(2-methyl-1H-imidazol-4-ylethynyl)-pyridine), O(C1=CC=CC=C1)CCBr (2-phenoxyethyl bromide). Product: CC1=NC=CC(=C1)C#CC=1N=C(N(C1)CCOC1=CC=CC=C1)C (2-Methyl-4-[2-methyl-1-(2-phenoxy-ethyl)-1H-imidazol-4-ylethynyl]-pyridine). RXN SMILES: [CH3:1][C:2]1[CH:7]=[C:6]([C:8]#[C:9][C:10]2[N:11]=[C:12]([CH3:15])[NH:13][CH:14]=2)[CH:5]=[CH:4][N:3]=1.[O:16]([CH2:23][CH2:24]Br)[C:17]1[CH:22]=[CH:21][CH:20]=[CH:19][CH:18]=1>>[CH3:1][C:2]1[CH:7]=[C:6]([C:8]#[C:9][C:10]2[N:11]=[C:12]([CH3:15])[N:13]([CH2:24][CH2:23][O:16][C:17]3[CH:22]=[CH:21][CH:20]=[CH:19][CH:18]=3)[CH:14]=2)[CH:5]=[CH:4][N:3]=1. Procedure details: The title compound, MS: m/e=318.1 (M+H+), was prepared in accordance with the general method of example 1 from 2-methyl-4-(2-methyl-1H-imidazol-4-ylethynyl)-pyridine and 2-phenoxyethyl bromide. The product is C(C)(C)(C)OC(=O)N1CCC(CC1)C1=CNC2=NC=CC=C21 (4-(1H-pyrrolo[2,3-b]pyridin-3-yl)-piperidine-1-carboxylic acid tert-butyl ester). Solvent: C(C)(C)O (isopropanol). Procedure: 4 g (10.72 mmol) of 3-(1-tert-butoxycarbonyl-piperidin-4-yl)-pyrrolo[2,3-b]pyridine-1-carboxylic acid ethyl ester were added to a solution of 3 g (53.6 mmol) of potassium hydroxide in 120 ml of isopropanol. The mixture was refluxed for 16 hours. The solvent was distilled off and cold water was added. This solution was acidified with concentrated hydrochloric acid and then basified with 8 N aqueous sodium hydroxide solution. This aqueous solution was extracted twice with ethyl acetate. The organi... Reaction SMILES: C(OC([N:6]1[C:10]2=[N:11][CH:12]=[CH:13][CH:14]=[C:9]2[C:8]([CH:15]2[CH2:20][CH2:19][N:18]([C:21]([O:23][C:24]([CH3:27])([CH3:26])[CH3:25])=[O:22])[CH2:17][CH2:16]2)=[CH:7]1)=O)C.[OH-].[K+]>C(O)(C)C>[C:24]([O:23][C:21]([N:18]1[CH2:17][CH2:16][CH:15]([C:8]2[C:9]3[C:10](=[N:11][CH:12]=[CH:13][CH:14]=3)[NH:6][CH:7]=2)[CH2:20][CH2:19]1)=[O:22])([CH3:27])([CH3:25])[CH3:26] |f:1.2|. The reactants are C(C)OC(=O)N1C=C(C=2C1=NC=CC2)C2CCN(CC2)C(=O)OC(C)(C)C (3-(1-tert-butoxycarbonyl-piperidin-4-yl)-pyrrolo[2,3-b]pyridine-1-carboxylic acid ethyl ester), [OH-].[K+] (potassium hydroxide). Starting materials: IC=1C(NC(N([C@H]2[C@H](O)[C@H](O)[C@@H](CO)O2)C1)=O)=O (5-iodouridine), C(C)(=O)OC(C)=O (acetic anhydride), N1=CC=CC=C1 (pyridine). Run at time 30 minute. Yields the product C(#CC)C=1C(NC(NC1)=O)=O (5-Propynyluracil). As a reaction SMILES: I[C:2]1[C:3](=[O:18])[NH:4][C:5](=[O:17])[N:6]([CH:16]=1)[C@@H]1O[C@H](CO)[C@@H](O)[C@H]1O.C(OC(=O)C)(=O)C.N1C=C[CH:29]=[CH:28][CH:27]=1>>[C:27]([C:2]1[C:3](=[O:18])[NH:4][C:5](=[O:17])[NH:6][CH:16]=1)#[C:28][CH3:29]. Procedure details: A dry 250 mL round-bottomed flask was charged with 5-iodouridine (10 g, 27 mmol Aldrich), anhydrous pyridine (30 mL) and acetic anhydride (30mL). The reaction was stirred at room temperature for 30 minutes under a nitrogen atmosphere and the solvent removed in vacuo. The compound was diluted with toluene (2 ×50 mL) and the toluene removed in vacuo. The product was purified on a 75 g flash chromatography column which was eluted with 90:10 (v:v) CHC13 :MeOH. The appropriate fractions were combined...